This data is from the Open Reaction Database (ORD), a public repository of structured organic reaction records. The task is: describe an organic reaction: reactants, conditions, products, and yield Product: CC[Si](C#CCCOS(=O)(=O)c1ccc(C)cc1)(CC)CC. The reactants are CC[Si](C#CCCO)(CC)CC, ClCCl, Cc1ccc(S(=O)(=O)Cl)cc1, c1ccncc1. RXN SMILES: [CH2:1]([CH3:2])[Si:3]([C:4]#[C:5][CH2:6][CH2:7][OH:8])([CH2:9][CH3:10])[CH2:11][CH3:12].[Cl:30][CH2:31][Cl:32].[c:13]1([CH3:23])[cH:14][cH:15][c:16]([S:19](=[O:20])(=[O:21])[Cl:22])[cH:17][cH:18]1.[cH:24]1[cH:25][cH:26][n:27][cH:28][cH:29]1>>[CH2:1]([CH3:2])[Si:3]([C:4]#[C:5][CH2:6][CH2:7][O:8][S:19]([c:16]1[cH:15][cH:14][c:13]([CH3:23])[cH:18][cH:17]1)(=[O:20])=[O:21])([CH2:9][CH3:10])[CH2:11][CH3:12]. Starting materials: [BH4-], CC(=O)SCC(CCC(=O)C(C)C)C(=O)N1CCCC1C(=O)O, CO, Cl, [Na+], O. The product is CC(=O)SCC(CCC(O)C(C)C)C(=O)N1CCCC1C(=O)O. As a reaction SMILES: [BH4-:24].[C:1]([CH3:2])(=[O:3])[S:4][CH2:5][CH:6]([C:7](=[O:8])[N:9]1[CH:10]([C:11](=[O:12])[OH:13])[CH2:14][CH2:15][CH2:16]1)[CH2:17][CH2:18][C:19]([CH:20]([CH3:21])[CH3:22])=[O:23].[CH3:27][OH:28].[ClH:26].[Na+:25].[OH2:29]>>[C:1]([CH3:2])(=[O:3])[S:4][CH2:5][CH:6]([C:7](=[O:8])[N:9]1[CH:10]([C:11](=[O:12])[OH:13])[CH2:14][CH2:15][CH2:16]1)[CH2:17][CH2:18][CH:19]([CH:20]([CH3:21])[CH3:22])[OH:23]. The reactants are CN(C)C(=[N+](C)C)ON1C2=C(C=CC=C2)N=N1.[B-](F)(F)(F)F (TBTU), C=1C=CC2=C(C1)N=NN2O (HOBT), ClC1=C(OCC(=O)O)C=CC(=C1)C(F)(F)F ((2-chloro-4-trifluoromethyl-phenoxy)-acetic acid), ClC=1C=C(C=CC1OCCN(CC)CC)NC ([3-chloro-4-(2-diethylamino-ethoxy)-phenyl]-methyl-amine), C(C)N(C(C)C)C(C)C (ethyl-diisopropylamine). The solvent is C1CCOC1 (THF). Conditions: time 16 hour. Yields the product ClC=1C=C(C=CC1OCCN(CC)CC)N(C(COC1=C(C=C(C=C1)C(F)(F)F)Cl)=O)C (N-[3-chloro-4-(2-diethylamino-ethoxy)-phenyl]-2-(2-chloro-4-trifluoromethyl-phenoxy)-N-methyl-acetamide). RXN SMILES: CN(C(ON1N=NC2C=CC=CC1=2)=[N+](C)C)C.[B-](F)(F)(F)F.C1C=CC2N(O)N=NC=2C=1.[Cl:33][C:34]1[CH:44]=[C:43]([C:45]([F:48])([F:47])[F:46])[CH:42]=[CH:41][C:35]=1[O:36][CH2:37][C:38]([OH:40])=O.[Cl:49][C:50]1[CH:51]=[C:52]([NH:64][CH3:65])[CH:53]=[CH:54][C:55]=1[O:56][CH2:57][CH2:58][N:59]([CH2:62][CH3:63])[CH2:60][CH3:61].C(N(C(C)C)C(C)C)C>C1COCC1>[Cl:49][C:50]1[CH:51]=[C:52]([N:64]([CH3:65])[C:38](=[O:40])[CH2:37][O:36][C:35]2[CH:41]=[CH:42][C:43]([C:45]([F:48])([F:47])[F:46])=[CH:44][C:34]=2[Cl:33])[CH:53]=[CH:54][C:55]=1[O:56][CH2:57][CH2:58][N:59]([CH2:62][CH3:63])[CH2:60][CH3:61] |f:0.1|. Procedure: 293 mg (0.911 mmol) of TBTU and 123 mg (0.911 mmol) of HOBT were added to a suspension of 231 mg (0.911 mmol) of (2-chloro-4-trifluoromethyl-phenoxy)-acetic acid (intermediate product Z2b) in 5 mL abs. THF and the mixture was stirred for 10 minutes at RT. 180 mg (0.701 mmol) of [3-chloro-4-(2-diethylamino-ethoxy)-phenyl]-methyl-amine and 0.18 mL (1.051 mmol) of ethyl-diisopropylamine were added, the mixture was stirred for 16 hours at RT and evaporated down i. vac. The residue was purified by co... The reactants are C1COCCO1, Cl, COC1CCC2(CC1)Cc1ccc(OCCCF)cc1C2=NS(=O)C(C)(C)C, [Na+], O=C([O-])O. The product is COC1CCC2(CC1)Cc1ccc(OCCCF)cc1C2=N. RXN SMILES: [CH2:30]1[O:31][CH2:32][CH2:33][O:34][CH2:35]1.[ClH:1].[F:2][CH2:3][CH2:4][CH2:5][O:6][c:7]1[cH:8][c:9]2[c:20]([cH:21][cH:22]1)[CH2:19][C:11]1([C:10]2=[N:23][S:24]([C:25]([CH3:26])([CH3:27])[CH3:28])=[O:29])[CH2:12][CH2:13][CH:14]([O:17][CH3:18])[CH2:15][CH2:16]1.[Na+:40].[O-:36][C:37]([OH:38])=[O:39]>>[F:2][CH2:3][CH2:4][CH2:5][O:6][c:7]1[cH:8][c:9]2[c:20]([cH:21][cH:22]1)[CH2:19][C:11]1([C:10]2=[NH:23])[CH2:12][CH2:13][CH:14]([O:17][CH3:18])[CH2:15][CH2:16]1. Starting materials: C1(=C(C(=CC(=C1)C)C)S(=O)(=O)[O-])C.N[N+]1=CC(=CC=C1)Cl (N-Amino-3-chloropyridinium mesitylene-sulphonate), C=C1CC(=O)O1 (diketene), C([O-])([O-])=O.[K+].[K+] (potassium carbonate), C(C)(=O)C=1C(=NN2C1C(=CC=C2)Cl)OC (3-acetyl-4-chloro-2-methoxypyrazolo[1,5-a]-pyridine), C([O-])([O-])=O.[K+].[K+] (potassium carbonate). Run in CN(C=O)C (dimethylformamide), C(Cl)Cl (methylene chloride), C(C)O (ethanol). Conditions: temperature 0 celsius, time 2 hour. Product: Cl.NC=1C(=NN2C1C(=CC=C2)Cl)OC (3-Amino-4-chloro-2-methoxypyrazolo[1,5-a]pyridine Hydrochloride). As a reaction SMILES: C1(C)C=C(C)C=C(C)C=1S([O-])(=O)=O.[NH2:14][N+]1C=CC=C([Cl:21])C=1.C(=O)([O-])[O-].[K+].[K+].C=C1OC(=O)C1.C([C:37]1[C:38]([O:47][CH3:48])=[N:39][N:40]2[CH:45]=[CH:44][CH:43]=[C:42]([Cl:46])[C:41]=12)(=O)C>C(Cl)Cl.C(O)C.CN(C)C=O>[ClH:21].[NH2:14][C:37]1[C:38]([O:47][CH3:48])=[N:39][N:40]2[CH:45]=[CH:44][CH:43]=[C:42]([Cl:46])[C:41]=12 |f:0.1,2.3.4,10.11|. Reported procedure: 7.5 g. N-Amino-3-chloropyridinium mesitylene-sulphonate (see J. Chem. Soc. Perkin I, 258C/1973) are dissolved in 50 ml. dry dimethylformamide and mixed with 3.5 g. finely powdered potassium carbonate. 28 ml. of a 5M diketene solution in methylene chloride are added thereto with cooling. The reaction mixture is stirred for 30 minutes at 0° C. and for 2 hours at ambient temperature. The precipitate obtained is filtered off with suction, the filtrate is evaporated and the residue obtained is purifi... Yield: 62.0%. Procedure details: A mixture of 4-(4-(1-Cyanocyclobutylamino)-2-fluorophenyl)-N-methylbutanamide (79) (7 mg, 0.02 mmol) and 4-isothiocyanato-2-trifluoromethylbenzonitrile (96) (12 mg, 0.05 mmol) in DMF (1 mL) was heated to 80° C. using microwave for 16 h. To this mixture was added methanol (3 mL) and aq. 1 N HCl (3 mL). The second mixture was refluxed for 1.5 h. After being cooled to room temperature, the reaction mixture was poured into cold water (30 mL) and extracted with ethyl acetate (30 mL). The organic laye... RXN SMILES: [C:1]([C:3]1([NH:7][C:8]2[CH:13]=[CH:12][C:11]([CH2:14][CH2:15][CH2:16][C:17]([NH:19][CH3:20])=[O:18])=[C:10]([F:21])[CH:9]=2)[CH2:6][CH2:5][CH2:4]1)#N.[N:22]([C:25]1[CH:32]=[CH:31][C:28]([C:29]#[N:30])=[C:27]([C:33]([F:36])([F:35])[F:34])[CH:26]=1)=[C:23]=[S:24].C[OH:38].Cl>CN(C=O)C.O>[C:29]([C:28]1[CH:31]=[CH:32][C:25]([N:22]2[C:1](=[O:38])[C:3]3([CH2:6][CH2:5][CH2:4]3)[N:7]([C:8]3[CH:13]=[CH:12][C:11]([CH2:14][CH2:15][CH2:16][C:17]([NH:19][CH3:20])=[O:18])=[C:10]([F:21])[CH:9]=3)[C:23]2=[S:24])=[CH:26][C:27]=1[C:33]([F:34])([F:36])[F:35])#[N:30]. Run in CN(C)C=O (DMF), O (water). Conditions: temperature 80 celsius. Yields the product C(#N)C1=C(C=C(C=C1)N1C(N(C2(CCC2)C1=O)C1=CC(=C(C=C1)CCCC(=O)NC)F)=S)C(F)(F)F (4-(4-(7-(4-Cyano-3-(trifluoromethyl)phenyl)-8-oxo-6-thioxo-5,7-diazaspiro[3.4]oct-an-5-yl)-2-fluorophenyl)-N-methylbutanamide). The reactants are CO (methanol), Cl (HCl), C(#N)C1(CCC1)NC1=CC(=C(C=C1)CCCC(=O)NC)F (4-(4-(1-Cyanocyclobutylamino)-2-fluorophenyl)-N-methylbutanamide), N(=C=S)C1=CC(=C(C#N)C=C1)C(F)(F)F (4-Isothiocyanato-2-trifluoromethylbenzonitrile). Starting materials: S1CCC(C2=CC=CC=C12)C(=O)O (thiochroman-4-carboxylic acid), CN(C1=CC=C(C=C1)CNC1=CC=C(C=C1)C(C)C)C ([(4-dimethylaminophenyl)methyl](4-isopropylphenyl)amine). Yields the product CN(C1=CC=C(C=C1)CN(C(=O)C1CCSC2=CC=CC=C12)C1=CC=C(C=C1)C(C)C)C (N-[(4-dimethylaminophenyl)methyl]-N-(4-isopropylphenyl)thiochroman-4-carboxamide). Yield: 28.7%. As a reaction SMILES: [S:1]1[C:10]2[C:5](=[CH:6][CH:7]=[CH:8][CH:9]=2)[CH:4]([C:11]([OH:13])=O)[CH2:3][CH2:2]1.[CH3:14][N:15]([CH3:33])[C:16]1[CH:21]=[CH:20][C:19]([CH2:22][NH:23][C:24]2[CH:29]=[CH:28][C:27]([CH:30]([CH3:32])[CH3:31])=[CH:26][CH:25]=2)=[CH:18][CH:17]=1>>[CH3:14][N:15]([CH3:33])[C:16]1[CH:17]=[CH:18][C:19]([CH2:22][N:23]([C:24]2[CH:29]=[CH:28][C:27]([CH:30]([CH3:31])[CH3:32])=[CH:26][CH:25]=2)[C:11]([CH:4]2[C:5]3[C:10](=[CH:9][CH:8]=[CH:7][CH:6]=3)[S:1][CH2:2][CH2:3]2)=[O:13])=[CH:20][CH:21]=1. Procedure details: By the reaction and treatment in the same manner as in Example 1 using thiochroman-4-carboxylic acid (0.55 g) and [(4-dimethylaminophenyl)methyl](4-isopropylphenyl)amine (0.63 g) as starting materials, N-[(4-dimethylaminophenyl)methyl]-N-(4-isopropylphenyl)thiochroman-4-carboxamide (0.3 g) was obtained. melting point: 118° C. RXN SMILES: [NH2:1][C:2]1[C:7]([O:8][CH2:9][C:10]2[CH:15]=[CH:14][CH:13]=[CH:12][C:11]=2[Cl:16])=[CH:6][CH:5]=[CH:4][N:3]=1.[Cl:17][C:18]1[CH:23]=[CH:22][C:21]([N:24]=[C:25]=[S:26])=[CH:20][CH:19]=1.C1(C)C=CC=CC=1>C(OCC)C>[Cl:16][C:11]1[CH:12]=[CH:13][CH:14]=[CH:15][C:10]=1[CH2:9][O:8][C:7]1[C:2]([NH:1][C:25]([NH:24][C:21]2[CH:22]=[CH:23][C:18]([Cl:17])=[CH:19][CH:20]=2)=[S:26])=[N:3][CH:4]=[CH:5][CH:6]=1. Run in C(C)OCC (diethyl ether). Procedure: A mixture of 2-amino-3-(2-chlorobenzyloxy)pyridine (1.81 g, 0.0077 mol), 4chlorophenyl isothiocyanate (1.59 g, 0.0094 mol) and toluene (10 ml) was refluxed for 2.5 hours, cooled and treated with diethyl ether to induce crystallisation of the product. Yield 2.54 g (90%), m.p. 177° 179 ° C. Product: ClC1=C(COC=2C(=NC=CC2)NC(=S)NC2=CC=C(C=C2)Cl)C=CC=C1 (N-[3-(2-Chlorobenzyloxy)pyrid-2-yl]-N'-(4-chlorophenyl)thiourea). Starting materials: NC1=NC=CC=C1OCC1=C(C=CC=C1)Cl (2-amino-3-(2-chlorobenzyloxy)pyridine), ClC1=CC=C(C=C1)N=C=S (4chlorophenyl isothiocyanate), C1(=CC=CC=C1)C (toluene). The reactants are C(C)(=O)[O-].[NH4+] (ammonium acetate), N (ammonia), COC1=CC=C(C=O)C=C1 (4-methoxybenzaldehyde), BrC(C(C(F)(F)F)=O)Br (3,3-dibromotrifluoroacetone). Run in CO (methanol), O (water). Reaction conditions: time 18 hour. The product is COC1=CC=C(C=C1)C=1NC=C(N1)C(F)(F)F (2-(4-methoxyphenyl)-4-(trifluoromethyl)-imidazole). As a reaction SMILES: C([O-])(=O)C.[NH4+:5].[NH3:6].[CH3:7][O:8][C:9]1[CH:16]=[CH:15][C:12]([CH:13]=O)=[CH:11][CH:10]=1.Br[CH:18](Br)[C:19](=O)[C:20]([F:23])([F:22])[F:21]>CO.O>[CH3:7][O:8][C:9]1[CH:16]=[CH:15][C:12]([C:13]2[NH:5][CH:18]=[C:19]([C:20]([F:23])([F:22])[F:21])[N:6]=2)=[CH:11][CH:10]=1 |f:0.1|. Procedure details: 48.1 g of ammonium acetate and 300 ml of concentrated ammonia are added to a solution of 81.6 g of 4-methoxybenzaldehyde in 1.5 liters of methanol and 300 ml of water. 81.0 g of 3,3-dibromotrifluoroacetone are then added dropwise at room temperature and the reaction mixture is subsequently stirred for 18 hours. The methanol is removed in a rotary evaporator, the aqueous emulsion that remains behind is extracted several times with ethyl acetate, the organic phase is dried and concentrated to a sm...